Dataset: the Open Reaction Database (ORD), a public repository of structured organic reaction records. Task: describe an organic reaction: reactants, conditions, products, and yield The reactants are ice water, crude product, CS(=O)(=O)OCC(CCC)(C1=C(C=C(C=C1)Cl)Cl)OC (1-(methylsulfonyloxy)-2-methoxy-2-(2,4-dichlorophenyl)-pentane), [Na] (sodium), N1N=CN=C1 (1,2,4-triazole). Run in CS(=O)C (dimethyl sulfoxide). Reaction conditions: temperature 120 celsius, time 16 hour. The product is N1(N=CN=C1)CC(CCC)(C1=C(C=C(C=C1)Cl)Cl)OC (1-(1H-1,2,4-triazol-1-yl)-2-methoxy-2-(2,4-dichlorophenyl)pentane). RXN SMILES: CS(O[CH2:6][C:7]([O:19][CH3:20])([C:11]1[CH:16]=[CH:15][C:14]([Cl:17])=[CH:13][C:12]=1[Cl:18])[CH2:8][CH2:9][CH3:10])(=O)=O.[Na].[NH:22]1[CH:26]=[N:25][CH:24]=[N:23]1>CS(C)=O>[N:22]1([CH2:6][C:7]([O:19][CH3:20])([C:11]2[CH:16]=[CH:15][C:14]([Cl:17])=[CH:13][C:12]=2[Cl:18])[CH2:8][CH2:9][CH3:10])[CH:26]=[N:25][CH:24]=[N:23]1 |^1:20|. Reported procedure: The crude product prepared in (a) is dissolved in 50 ml of absolute dimethyl sulfoxide, and 2.2 g (24 mmoles) of the sodium salt of 1,2,4-triazole are added. The reaction mixture is stirred for 16 hours at a bath temperature of 120° C. The resulting dark solution is cooled to room temperature, poured into ice water and extracted twice with ethyl acetate. The combined extracts are washed four times with half-saturated sodium chloride solution, dried over sodium sulfate, filtered and concentrated....